The task is: describe an organic reaction: reactants, conditions, products, and yield. This data is from the Open Reaction Database (ORD), a public repository of structured organic reaction records. The reactants are FC1=C(C=C(C=C1)F)N1N=C(C=C1OS(=O)(=O)C(F)(F)F)C(=O)OCC (ethyl 1-(2,5-difluorophenyl)-5-{[(trifluoromethyl)sulfonyl]oxy}-1H-pyrazole-3-carboxylate), SCCC(=O)OCC(CCCC)CC (2-ethylhexyl 3-mercaptopropionate), C(C)N(C(C)C)C(C)C (N-ethyldiisopropylamine), C1(=CC=CC=C1)P(C1=CC=CC=2C(C3=CC=CC(=C3OC12)P(C1=CC=CC=C1)C1=CC=CC=C1)(C)C)C1=CC=CC=C1 (4,5-bis(diphenylphosphino)-9,9-dimethylxanthene). The reagents and catalysts are C=1C=CC(=CC1)/C=C/C(=O)/C=C/C2=CC=CC=C2.C=1C=CC(=CC1)/C=C/C(=O)/C=C/C2=CC=CC=C2.C=1C=CC(=CC1)/C=C/C(=O)/C=C/C2=CC=CC=C2.[Pd].[Pd] (tris(dibenzylideneacetone)dipalladium). The solvent is C1(=CC=CC=C1)C (toluene), C(C)(=O)OCC (ethyl acetate), O (Water). Reaction conditions: temperature 110 celsius, time 2 hour. The product is FC1=C(C=C(C=C1)F)N1N=C(C=C1SCCC(=O)OCC(CCCC)CC)C(=O)OCC (ethyl 1-(2,5-difluorophenyl)-5-({3-[(2-ethylhexyl)oxy]-3-oxopropyl}thio)-1H-pyrazole-3-carboxylate). Yield: 45.2%. RXN SMILES: [F:1][C:2]1[CH:7]=[CH:6][C:5]([F:8])=[CH:4][C:3]=1[N:9]1[C:13](OS(C(F)(F)F)(=O)=O)=[CH:12][C:11]([C:22]([O:24][CH2:25][CH3:26])=[O:23])=[N:10]1.[SH:27][CH2:28][CH2:29][C:30]([O:32][CH2:33][CH:34]([CH2:39][CH3:40])[CH2:35][CH2:36][CH2:37][CH3:38])=[O:31].C(N(C(C)C)C(C)C)C.C1(P(C2C=CC=CC=2)C2C3OC4C(=CC=CC=4P(C4C=CC=CC=4)C4C=CC=CC=4)C(C)(C)C=3C=CC=2)C=CC=CC=1>C1(C)C=CC=CC=1.C1C=CC(/C=C/C(/C=C/C2C=CC=CC=2)=O)=CC=1.C1C=CC(/C=C/C(/C=C/C2C=CC=CC=2)=O)=CC=1.C1C=CC(/C=C/C(/C=C/C2C=CC=CC=2)=O)=CC=1.[Pd].[Pd].C(OCC)(=O)C.O>[F:1][C:2]1[CH:7]=[CH:6][C:5]([F:8])=[CH:4][C:3]=1[N:9]1[C:13]([S:27][CH2:28][CH2:29][C:30]([O:32][CH2:33][CH:34]([CH2:39][CH3:40])[CH2:35][CH2:36][CH2:37][CH3:38])=[O:31])=[CH:12][C:11]([C:22]([O:24][CH2:25][CH3:26])=[O:23])=[N:10]1 |f:5.6.7.8.9|. Procedure: A solution of ethyl 1-(2,5-difluorophenyl)-5-{[(trifluoromethyl)sulfonyl]oxy}-1H-pyrazole-3-carboxylate (3.4 g), 2-ethylhexyl 3-mercaptopropionate (2.4 g) and N-ethyldiisopropylamine (1.9 g) in toluene (30 mL) was sufficiently deaerated, tris(dibenzylideneacetone)dipalladium (0) (342 mg) and 4,5-bis(diphenylphosphino)-9,9-dimethylxanthene (432 mg) were added, and the mixture was further deaerated. Under an argon atmosphere, the reaction mixture was stirred at 110° C. for 2 hr, and allowed to coo...